This data is from the Open Reaction Database (ORD), a public repository of structured organic reaction records. The task is: describe an organic reaction: reactants, conditions, products, and yield Reactants: S(=O)(=O)(O)[O-].[K+] (potassium hydrogensulphate), solution, [H-].[Al+3].[Li+].[H-].[H-].[H-] (lithium aluminium hydride), [H-].[Al+3].[Li+].[H-].[H-].[H-] (lithium aluminium hydride), CCOCC (ether), CON(C(=O)C1=NN(C=C1Cl)C(F)F)C (4-chloro-1-difluoromethyl-1H-pyrazole-3-carboxylic acid methoxy-methyl-amide). The solvent is O1CCCC1 (tetrahydrofuran), O1CCCC1 (tetrahydrofuran), O1CCCC1 (tetrahydrofuran). Run at temperature -15 celsius, time 45 minute. Yields the product ClC=1C(=NN(C1)C(F)F)C=O (4-chloro-1-difluoromethyl-1H-pyrazole-3-carbaldehyde), oil. Isolated yield 83.0%. As a reaction SMILES: CON(C)[C:4]([C:6]1[C:10]([Cl:11])=[CH:9][N:8]([CH:12]([F:14])[F:13])[N:7]=1)=[O:5].[H-].[Al+3].[Li+].[H-].[H-].[H-].S([O-])(O)(=O)=O.[K+].CCOCC>O1CCCC1>[Cl:11][C:10]1[C:6]([CH:4]=[O:5])=[N:7][N:8]([CH:12]([F:13])[F:14])[CH:9]=1 |f:1.2.3.4.5.6,7.8|. Procedure: A solution of 4-chloro-1-difluoromethyl-1H-pyrazole-3-carboxylic acid methoxy-methyl-amide (930 mg, 3.9 mmol) in tetrahydrofuran (30 ml) was cooled to 0° C. and treated dropwise with a solution of lithium aluminium hydride in tetrahydrofuran (1M, 2 ml). Stirring was continued at 0° C. for 45 minutes. In order to complete the reaction, another 2 ml of the solution of lithium aluminium hydride in tetrahydrofuran (1M) was added. After 45 minutes the reaction mixtures was cooled to −15° C. and a sat... The reactants are Cl (hydrochloric acid), C(C)(C)(C)ON1C(C2C(CCC(C2C1)(C1=CC=CC=C1)C1=CC=CC=C1)(F)F)=C=O ((3aRS,7aRS)-2-tert-butyloxy-carbonyl-4,4-diphenyl-7,7-difluoroperhydroisoindole). Solvent: O1CCOCC1 (dioxane). Reaction conditions: time 20 hour. Yields the product Cl.C1(=CC=CC=C1)C1(C2CNCC2C(CC1)(F)F)C1=CC=CC=C1 ((3aRS,7aRS)-4,4-diphenyl-7,7-difluoroperhydroisoindole hydrochloride). RXN SMILES: [ClH:1].C(O[N:7]1[CH2:15][CH:14]2[CH:9]([C:10]([F:29])([F:28])[CH2:11][CH2:12][C:13]2([C:22]2[CH:27]=[CH:26][CH:25]=[CH:24][CH:23]=2)[C:16]2[CH:21]=[CH:20][CH:19]=[CH:18][CH:17]=2)[C:8]1=C=O)(C)(C)C>O1CCOCC1>[ClH:1].[C:22]1([C:13]2([C:16]3[CH:17]=[CH:18][CH:19]=[CH:20][CH:21]=3)[CH2:12][CH2:11][C:10]([F:29])([F:28])[CH:9]3[CH:14]2[CH2:15][NH:7][CH2:8]3)[CH:23]=[CH:24][CH:25]=[CH:26][CH:27]=1 |f:3.4|. Procedure details: 20 cm3 of dioxane and 20 cm3 of 6.3N hydrochloric acid are added to 1.8 g of (3aRS,7aRS)-2-tert-butyloxy-carbonyl-4,4-diphenyl-7,7-difluoroperhydroisoindole. After stirring for 20 hours at room temperature, the white suspension obtained is concentrated to dryness at 40° C. under reduced pressure (2.7 kPa). The residue is washed with diisopropyl oxide, the solid obtained is drained and then dried. 1.51 g of (3aRS,7aRS)-4,4-diphenyl-7,7-difluoroperhydroisoindole hydrochloride are obtained in the f... Starting materials: [BH4-], CC(C)(C)c1cccc(C2(NCC(O)CCc3cc(F)cc(F)c3)CCCN(C(N)=O)C2)c1, C1CCOC1, O=Cc1ccccc1, [Na+]. Yields the product CC(C)(C)c1cccc(C2(NCC(O)CCc3cc(F)cc(F)c3)CCCN(C(=O)NCc3ccccc3)C2)c1. RXN SMILES: [BH4-:42].[C:1]([CH3:2])([CH3:3])([CH3:4])[c:5]1[cH:6][c:7]([C:11]2([NH:20][CH2:21][CH:22]([CH2:23][CH2:24][c:25]3[cH:26][c:27]([F:32])[cH:28][c:29]([F:31])[cH:30]3)[OH:33])[CH2:12][N:13]([C:17](=[O:18])[NH2:19])[CH2:14][CH2:15][CH2:16]2)[cH:8][cH:9][cH:10]1.[CH2:44]1[O:45][CH2:46][CH2:47][CH2:48]1.[CH:34](=[O:35])[c:36]1[cH:37][cH:38][cH:39][cH:40][cH:41]1.[Na+:43]>>[C:1]([CH3:2])([CH3:3])([CH3:4])[c:5]1[cH:6][c:7]([C:11]2([NH:20][CH2:21][CH:22]([CH2:23][CH2:24][c:25]3[cH:26][c:27]([F:32])[cH:28][c:29]([F:31])[cH:30]3)[OH:33])[CH2:12][N:13]([C:17](=[O:18])[NH:19][CH2:34][c:36]3[cH:37][cH:38][cH:39][cH:40][cH:41]3)[CH2:14][CH2:15][CH2:16]2)[cH:8][cH:9][cH:10]1. The reactants are COC=1C=C2C(=NNC2=CC1)C(=O)NCC1CCN(CC1)CC=1SC=C(N1)C(=O)O (2-{[4-({[(5-Methoxy-1H-indazol-3-yl)carbonyl]amino}methyl)piperidin-1-yl]methyl}-1,3-thiazole-4-carboxylic acid), COC=1C=C2C(=NNC2=CC1)C(=O)NCC1CCN(CC1)CC1=CC=C(O1)C(=O)OCC (Ethyl 5-{[4-({[(5-methoxy-1H-indazol-3-yl)carbonyl]amino}methyl) piperidin-1-yl]methyl}furan-2-carboxylate). Run in CCO (EtOH). Product: COC=1C=C2C(=NNC2=CC1)C(=O)NCC1CCN(CC1)CC1=CC=C(O1)C(=O)O (5-{[4-({[(5-Methoxy-1H-indazol-3-yl)carbonyl]amino}methyl) piperidin-1-yl]methyl}furan-2-carboxylic acid). RXN SMILES: COC1C=C2C(=CC=1)NN=C2C(NCC1CCN(CC2SC=C(C(O)=O)N=2)CC1)=O.[CH3:31][O:32][C:33]1[CH:34]=[C:35]2[C:39](=[CH:40][CH:41]=1)[NH:38][N:37]=[C:36]2[C:42]([NH:44][CH2:45][CH:46]1[CH2:51][CH2:50][N:49]([CH2:52][C:53]2[O:57][C:56]([C:58]([O:60]CC)=[O:59])=[CH:55][CH:54]=2)[CH2:48][CH2:47]1)=[O:43]>CCO>[CH3:31][O:32][C:33]1[CH:34]=[C:35]2[C:39](=[CH:40][CH:41]=1)[NH:38][N:37]=[C:36]2[C:42]([NH:44][CH2:45][CH:46]1[CH2:51][CH2:50][N:49]([CH2:52][C:53]2[O:57][C:56]([C:58]([OH:60])=[O:59])=[CH:55][CH:54]=2)[CH2:48][CH2:47]1)=[O:43]. Reported procedure: 5-{[4-({[(5-Methoxy-1H-indazol-3-yl)carbonyl]amino}methyl) piperidin-1-yl]methyl}furan-2-carboxylic acid 24 was prepared, according to the procedure described for compound 8, starting from compound 23 and using EtOH as solvent. Yield: 64 mg, 84%. The reactants are NC1=CC=C(C#N)C=C1 (4-aminobenzonitrile), C[Si](C)(C)C#N (trimethylsilyl cyanide), FC1=C(C=O)C=C(C=C1O[Si](C(C)C)(C(C)C)C(C)C)OC (2-fluoro-5-methoxy-3-triisopropylsilanyloxybenzaldehyde). Reagents/catalysts: C(F)(F)(F)S(=O)(=O)[O-].C(F)(F)(F)S(=O)(=O)[O-].C(F)(F)(F)S(=O)(=O)[O-].[Yb+3] (Yb(OTf)3). The solvent is C1CCOC1 (THF). Reaction conditions: time 4 hour. Yields the product C(#N)C(C1=C(C(=CC(=C1)OC)O[Si](C(C)C)(C(C)C)C(C)C)F)NC1=CC=C(C#N)C=C1 (4-{[cyano-(2-fluoro-5-methoxy-3-triisopropylsilanyloxyphenyl)methyl]amino}benzonitrile). RXN SMILES: [NH2:1][C:2]1[CH:9]=[CH:8][C:5]([C:6]#[N:7])=[CH:4][CH:3]=1.C[Si]([C:14]#[N:15])(C)C.[F:16][C:17]1[C:24]([O:25][Si:26]([CH:33]([CH3:35])[CH3:34])([CH:30]([CH3:32])[CH3:31])[CH:27]([CH3:29])[CH3:28])=[CH:23][C:22]([O:36][CH3:37])=[CH:21][C:18]=1[CH:19]=O>C1COCC1.C(S([O-])(=O)=O)(F)(F)F.C(S([O-])(=O)=O)(F)(F)F.C(S([O-])(=O)=O)(F)(F)F.[Yb+3]>[C:14]([CH:19]([NH:1][C:2]1[CH:9]=[CH:8][C:5]([C:6]#[N:7])=[CH:4][CH:3]=1)[C:18]1[CH:21]=[C:22]([O:36][CH3:37])[CH:23]=[C:24]([O:25][Si:26]([CH:27]([CH3:28])[CH3:29])([CH:33]([CH3:34])[CH3:35])[CH:30]([CH3:31])[CH3:32])[C:17]=1[F:16])#[N:15] |f:4.5.6.7|. Procedure: After adding 18 g of 4-aminobenzonitrile, 50 g of MS3A, 6.65 g of Yb(OTf)3 and 28.6 ml of trimethylsilyl cyanide to a solution of 50.04 g of 2-fluoro-5-methoxy-3-triisopropylsilanyloxybenzaldehyde (Example 3b) in 300 ml of THF under a nitrogen atmosphere, the mixture was stirred at room temperature for 4 hours. The reaction mixture was filtered through celite, and the celite was washed with ethyl acetate. The organic layer was concentrated under reduced pressure. The residue was dissolved in eth... The reactants are CS(=O)(=O)Cl, CC1(C)OCc2cc(C3CN(CCc4ccc(OCCOCc5cccc(N)c5)cc4)C(=O)O3)ccc2O1, c1ccncc1. The product is CC1(C)OCc2cc(C3CN(CCc4ccc(OCCOCc5cccc(NS(C)(=O)=O)c5)cc4)C(=O)O3)ccc2O1. Reaction SMILES: [CH3:39][S:40]([Cl:41])(=[O:42])=[O:43].[NH2:1][c:2]1[cH:3][c:4]([CH2:5][O:6][CH2:7][CH2:8][O:9][c:10]2[cH:11][cH:12][c:13]([CH2:16][CH2:17][N:18]3[C:19](=[O:35])[O:20][CH:21]([c:23]4[cH:24][c:25]5[c:26]([cH:33][cH:34]4)[O:27][C:28]([CH3:31])([CH3:32])[O:29][CH2:30]5)[CH2:22]3)[cH:14][cH:15]2)[cH:36][cH:37][cH:38]1.[cH:44]1[cH:45][cH:46][n:47][cH:48][cH:49]1>>[NH:1]([c:2]1[cH:3][c:4]([CH2:5][O:6][CH2:7][CH2:8][O:9][c:10]2[cH:11][cH:12][c:13]([CH2:16][CH2:17][N:18]3[C:19](=[O:35])[O:20][CH:21]([c:23]4[cH:24][c:25]5[c:26]([cH:33][cH:34]4)[O:27][C:28]([CH3:31])([CH3:32])[O:29][CH2:30]5)[CH2:22]3)[cH:14][cH:15]2)[cH:36][cH:37][cH:38]1)[S:40]([CH3:39])(=[O:42])=[O:43]. The reactants are CCCc1c(OCCCOc2cc(OCc3ccccc3)c(-c3ccc(F)cc3)cc2CC)ccc2c1OC(C(=O)NCCC(=O)OCCNC(=O)OC(C)(C)C)CC2, CO, ClC(Cl)Cl, [H][H]. Yields the product CCCc1c(OCCCOc2cc(O)c(-c3ccc(F)cc3)cc2CC)ccc2c1OC(C(=O)NCCC(=O)OCCNC(=O)OC(C)(C)C)CC2. Reaction SMILES: [C:1]([CH3:2])([CH3:3])([CH3:4])[O:5][C:6](=[O:7])[NH:8][CH2:9][CH2:10][O:11][C:12]([CH2:13][CH2:14][NH:15][C:16](=[O:17])[CH:18]1[O:19][c:20]2[c:21]([CH2:56][CH2:57][CH3:58])[c:22]([O:28][CH2:29][CH2:30][CH2:31][O:32][c:33]3[c:34]([CH2:54][CH3:55])[cH:35][c:36](-[c:47]4[cH:48][cH:49][c:50]([F:53])[cH:51][cH:52]4)[c:37]([O:39][CH2:40][c:41]4[cH:42][cH:43][cH:44][cH:45][cH:46]4)[cH:38]3)[cH:23][cH:24][c:25]2[CH2:26][CH2:27]1)=[O:59].[CH3:66][OH:67].[CH:62]([Cl:63])([Cl:64])[Cl:65].[H:60][H:61]>>[C:1]([CH3:2])([CH3:3])([CH3:4])[O:5][C:6](=[O:7])[NH:8][CH2:9][CH2:10][O:11][C:12]([CH2:13][CH2:14][NH:15][C:16](=[O:17])[CH:18]1[O:19][c:20]2[c:21]([CH2:56][CH2:57][CH3:58])[c:22]([O:28][CH2:29][CH2:30][CH2:31][O:32][c:33]3[c:34]([CH2:54][CH3:55])[cH:35][c:36](-[c:47]4[cH:48][cH:49][c:50]([F:53])[cH:51][cH:52]4)[c:37]([OH:39])[cH:38]3)[cH:23][cH:24][c:25]2[CH2:26][CH2:27]1)=[O:59]. Reactants: C(=O)O (formic acid), FC1=C(C=C(C=C1)F)C(C(CC#C)NC(OC(C)(C)C)=O)=O (tert-butyl [1-(2,5-difluorophenyl)-1-oxopent-4-yn-2-yl]carbamate), N12CCN(CC1)CC2 (1,4-diazabicyclo[2.2.2]octane), chloro{[(1R,2R)-(−)-2-amino-1,2-diphenylethyl](pentafluorophenylsulfonyl)amido}-(p-cymene) ruthenium (II). The solvent is C1CCOC1 (THF). Conditions: temperature 45 celsius. Yields the product FC1=C(C=C(C=C1)F)[C@@H]([C@H](CC#C)NC(OC(C)(C)C)=O)O (tert-Butyl [(1S,2S)-1-(2,5-difluorophenyl)-1-hydroxypent-4-yn-2-yl]carbamate). Reaction SMILES: [F:1][C:2]1[CH:7]=[CH:6][C:5]([F:8])=[CH:4][C:3]=1[C:9](=[O:22])[CH:10]([NH:14][C:15](=[O:21])[O:16][C:17]([CH3:20])([CH3:19])[CH3:18])[CH2:11][C:12]#[CH:13].N12CCN(CC1)CC2.C(O)=O>C1COCC1>[F:1][C:2]1[CH:7]=[CH:6][C:5]([F:8])=[CH:4][C:3]=1[C@H:9]([OH:22])[C@@H:10]([NH:14][C:15](=[O:21])[O:16][C:17]([CH3:18])([CH3:20])[CH3:19])[CH2:11][C:12]#[CH:13]. Procedure: To a stirred vessel under nitrogen sweep was charged tert-butyl [1-(2,5-difluorophenyl)-1-oxopent-4-yn-2-yl]carbamate (35.0 kg, 113 mol), 1,4-diazabicyclo[2.2.2]octane (38.0 kg, 339 mol), and THF (465 kg). After dissolution, chloro{[(1R,2R)-(−)-2-amino-1,2-diphenylethyl](pentafluorophenylsulfonyl)amido}-(p-cymene) ruthenium (II) (410 g, 576 mmol) was added. The vessel was vacuum sparged and back-filled with nitrogen three times. Then, formic acid (26.7 kg, 580 mol) was added and the reaction hea... Reactants: ClC=1C(=NC2=CC=CC=C2C1)Cl (dichloroquinoline), NC1=CC=CC=C1.C(#CC(=O)[O-])C(=O)[O-] (ANILINE ACETYLENE DICARBOXYLATE), ClC=1C=C(N)C=C(C1)Cl (3,5-Dichloroaniline), ( 1 ), dihaloaniline, C(#CC(=O)OC)C(=O)OC (dimethyl acetylenedicarboxylate). Yields the product N(C1=CC=CC=C1)/C(/C(=O)OC)=C\C(=O)OC (dimethyl anilinofumarate). Yield: 80.0%. Reaction SMILES: ClC1C(Cl)=NC2C(C=1)=CC=CC=2.[NH2:13][C:14]1[CH:19]=[CH:18][CH:17]=[CH:16][CH:15]=1.C(C([O-])=O)#CC([O-])=O.ClC1C=C(C=C(Cl)C=1)N.[C:37]([C:43]([O:45][CH3:46])=[O:44])#[C:38][C:39]([O:41][CH3:42])=[O:40]>>[NH:13](/[C:38](=[CH:37]\[C:43]([O:45][CH3:46])=[O:44])/[C:39]([O:41][CH3:42])=[O:40])[C:14]1[CH:19]=[CH:18][CH:17]=[CH:16][CH:15]=1 |f:1.2|. Procedure: The dichloroquinoline (represented by 4) may be synthesized as described by Heindel, N. D., et al., “CYCLIZATION OF ANILINE-ACETYLENE DICARBOXYLATE ADDUCTS: A MODIFIED CONRAD-LIMPACH METHOD FOR THE SYNTHESIS OF POTENTIAL ANTIMALARIALS,” J. Med. Chem. 11 1218–1221 (1968). 3,5-Dichloroaniline, (1) a dihaloaniline, is refluxed with dimethyl acetylenedicarboxylate to produce substituted diester (3) in approximately 80% yield. Upon heating in diphenyl ether, the fumarate ester under goes cyclization ...